This data is from the Open Reaction Database (ORD), a public repository of structured organic reaction records. The task is: describe an organic reaction: reactants, conditions, products, and yield Reactants: O (water), C[C@@]12C(CC[C@H]1[C@@H]1C=CC=3C=C(C=CC3[C@H]1CC2)O)=O (Estra-1,3,5(10),6-tetraen-3-ol-17-one), NN (hydrazine), [OH-].[K+] (potassium hydroxide). Solvent: C(COCCO)O (diethylene glycol), Cl (HCl). Product: C[C@@]12CCC[C@H]1[C@@H]1C=CC=3C=C(C=CC3[C@H]1CC2)O (Estra-1,3,5(10 ),6-tetraen-3-ol). RXN SMILES: [CH3:1][C@:2]12[CH2:18][CH2:17][C@H:16]3[C@@H:7]([CH:8]=[CH:9][C:10]4[CH:11]=[C:12]([OH:19])[CH:13]=[CH:14][C:15]=43)[C@@H:6]1[CH2:5][CH2:4][C:3]2=O.NN.[OH-].[K+].O>C(O)COCCO.Cl>[CH3:1][C@:2]12[CH2:18][CH2:17][C@H:16]3[C@@H:7]([CH:8]=[CH:9][C:10]4[CH:11]=[C:12]([OH:19])[CH:13]=[CH:14][C:15]=43)[C@@H:6]1[CH2:5][CH2:4][CH2:3]2 |f:2.3|. Reported procedure: Estra-1,3,5(10),6-tetraen-3-ol-17-one (91.1 mg, 0.339 mmol), hydrazine (54 μL, 1.7 mmol), and potassium hydroxide (0.06 g) in 1.8 mL of diethylene glycol were heated in a 200° C. bath under argon for 2 h. After cooling to RT 10 mL of water were added and the solution was acidified to pH≈2 with IN HCl. The resulting suspension was extracted three times with 10 mL of ether and the combined organic extracts were washed with 10 mL of brine, dried over magnesium sulfate, filtered through Celite, and ... Reactants: [I-].[Na+] (sodium iodide), ClCCCS(=O)(=O)N1C(CCCC1)C(=O)OCC (ethyl 1-[(3-chloropropyl)sulfonyl]piperidine-2-carboxylate), C([O-])([O-])=O.[K+].[K+] (potassium carbonate), Example 97, OC=1C=C(C#N)C=CC1 (3-hydroxybenzonitrile). Run in C(C)(=O)OCC (ethyl acetate), CN(C)C=O (DMF). Reaction conditions: temperature 100 celsius, time 51 hour. Product: C(#N)C=1C=C(C=CC1)OCCCS(=O)(=O)N1C(CCCC1)C(=O)OCC (ethyl 1-({3-[(3-cyanophenyl)oxy]propyl}sulfonyl)piperidine-2-carboxylate). Isolated yield 52.0%. As a reaction SMILES: Cl[CH2:2][CH2:3][CH2:4][S:5]([N:8]1[CH2:13][CH2:12][CH2:11][CH2:10][CH:9]1[C:14]([O:16][CH2:17][CH3:18])=[O:15])(=[O:7])=[O:6].[OH:19][C:20]1[CH:21]=[C:22]([CH:25]=[CH:26][CH:27]=1)[C:23]#[N:24].C(=O)([O-])[O-].[K+].[K+].[I-].[Na+]>CN(C=O)C.C(OCC)(=O)C>[C:23]([C:22]1[CH:21]=[C:20]([O:19][CH2:2][CH2:3][CH2:4][S:5]([N:8]2[CH2:13][CH2:12][CH2:11][CH2:10][CH:9]2[C:14]([O:16][CH2:17][CH3:18])=[O:15])(=[O:7])=[O:6])[CH:27]=[CH:26][CH:25]=1)#[N:24] |f:2.3.4,5.6|. Procedure details: A suspension of ethyl 1-[(3-chloropropyl)sulfonyl]piperidine-2-carboxylate obtained in Reference Example 97 (2.00 g, 6.72 mmol), 3-hydroxybenzonitrile (0.800 g, 6.72 mmol), potassium carbonate (0.928 g, 6.72 mmol) and sodium iodide (0.101 g, 0.672 mmol) in DMF (20 mL) was stirred at 100° C. for 51 hr. The reaction mixture was diluted with ethyl acetate, washed with water, 0.5N aqueous sodium hydroxide solution, 0.1N aqueous sodium hydroxide solution and saturated brine, and dried over sodium sul...